Dataset: the Open Reaction Database (ORD), a public repository of structured organic reaction records. Task: describe an organic reaction: reactants, conditions, products, and yield The reactants are NC1=CC2=C(OC(C(N2CC#C)=O)(F)F)C=C1F (6-amino-2,2,7-trifluoro-4-(prop-2-ynyl)-2H-benzo[b][1,4]oxazin-3(4H)-one), O=C(OC(Cl)(Cl)Cl)Cl (diphosgene). The solvent is C1(=CC=CC=C1)C (toluene), C1(=CC=CC=C1)C (toluene). Run at time 8 hour. Product: FC1(C(N(C2=C(O1)C=C(C(=C2)N=C=O)F)CC#C)=O)F (2,2,7-trifluoro-6-isocyanato-4-(prop-2-ynyl)-2Hbenzo[b][1,4]oxazin-3(4H)-one). Reaction SMILES: [NH2:1][C:2]1[C:17]([F:18])=[CH:16][C:5]2[O:6][C:7]([F:15])([F:14])[C:8](=[O:13])[N:9]([CH2:10][C:11]#[CH:12])[C:4]=2[CH:3]=1.[O:19]=[C:20](Cl)OC(Cl)(Cl)Cl>C1(C)C=CC=CC=1>[F:15][C:7]1([F:14])[O:6][C:5]2[CH:16]=[C:17]([F:18])[C:2]([N:1]=[C:20]=[O:19])=[CH:3][C:4]=2[N:9]([CH2:10][C:11]#[CH:12])[C:8]1=[O:13]. Procedure details: To 6-amino-2,2,7-trifluoro-4-(prop-2-ynyl)-2H-benzo[b][1,4]oxazin-3(4H)-one (5.1 g, 19.91 mmol) in dry toluene was dropwise added diphosgene (2.64 ml, 21.90 mmol) in dry toluene. The resulting mixture was stirred overnight at reflux. The mixture was concentrated and chased with toluene and used as such in the next step. Reactants: N[C@@H](C(C)(C)C)C(=O)O (L-tert-leucine), [BH4-].[Li+] (lithium borohydride), COC1=CC=C(C=C1)C1SC2=C(NC(C1=O)=O)C=CC=C2 (2-(4-methoxyphenyl)-1,5-benzothiazepine-3,4(2H,5H)-dione). Solvent: O1CCCC1 (tetrahydrofuran). Run at temperature -10 celsius, time 15 hour. Product: O[C@@H]1[C@@H](SC2=C(NC1=O)C=CC=C2)C2=CC=C(C=C2)OC ((2S,3S)-3-hydroxy-2-(4-methoxyphenyl)-2,3-dihydro-1,5-benzothiazepin-4(5H)-one). Yield: 93.7%. As a reaction SMILES: N[C@H](C(O)=O)C(C)(C)C.[BH4-].[Li+].[CH3:12][O:13][C:14]1[CH:19]=[CH:18][C:17]([CH:20]2[C:26](=[O:27])[C:25](=[O:28])[NH:24][C:23]3[CH:29]=[CH:30][CH:31]=[CH:32][C:22]=3[S:21]2)=[CH:16][CH:15]=1>O1CCCC1>[OH:27][C@H:26]1[C:25](=[O:28])[NH:24][C:23]2[CH:29]=[CH:30][CH:31]=[CH:32][C:22]=2[S:21][C@H:20]1[C:17]1[CH:18]=[CH:19][C:14]([O:13][CH3:12])=[CH:15][CH:16]=1 |f:1.2|. Procedure: A mixture of L-tert-leucine (433 mg), lithium borohydride (65.4 mg) and tetrahydrofuran (28 ml) is refluxed under nitrogen atmosphere for one hour. The mixture is cooled to -10° C., and thereto is added 2-(4-methoxyphenyl)-1,5-benzothiazepine-3,4(2H,5H)-dione (299 mg), and the mixture is further stirred at -10° C. for 15 hours. The mixture is evaporated under reduced pressure to remove the solvent, and to the residue is added 1N hydrochloric acid (10 ml). The precipitated crystal is collected by... As a reaction SMILES: [C:45]([n:46]1[cH:47][cH:48][n:49][cH:50]1)([n:51]1[cH:52][cH:53][n:54][cH:55]1)=[O:56].[C:57](=[O:58])([OH:59])[OH:60].[Cl:1][c:2]1[c:3]([CH:9]2[N:10]([CH:34]3[CH:35]([NH:40][S:41](=[O:42])(=[O:43])[CH3:44])[CH2:36][CH2:37][CH2:38][CH2:39]3)[C:11](=[O:33])[c:12]3[cH:13][cH:14][cH:15][cH:16][c:17]3[CH:18]2[C:19](=[O:20])[NH:21][O:22][CH2:23][c:24]2[cH:25][c:26]([C:27](=[O:28])[OH:29])[cH:30][cH:31][cH:32]2)[cH:4][cH:5][c:6]([Cl:8])[cH:7]1.[NH2:61][C:62](=[NH:63])[NH2:64].[O:65]=[CH:66][N:67]([CH3:68])[CH3:69]>>[Cl:1][c:2]1[c:3]([CH:9]2[N:10]([CH:34]3[CH:35]([NH:40][S:41](=[O:42])(=[O:43])[CH3:44])[CH2:36][CH2:37][CH2:38][CH2:39]3)[C:11](=[O:33])[c:12]3[cH:13][cH:14][cH:15][cH:16][c:17]3[CH:18]2[C:19](=[O:20])[NH:21][O:22][CH2:23][c:24]2[cH:25][c:26]([C:27](=[O:28])[N:61]=[C:62]([NH2:63])[NH2:64])[cH:30][cH:31][cH:32]2)[cH:4][cH:5][c:6]([Cl:8])[cH:7]1. The reactants are O=C(n1ccnc1)n1ccnc1, O=C(O)O, CS(=O)(=O)NC1CCCCC1N1C(=O)c2ccccc2C(C(=O)NOCc2cccc(C(=O)O)c2)C1c1ccc(Cl)cc1Cl, N=C(N)N, CN(C)C=O. Product: CS(=O)(=O)NC1CCCCC1N1C(=O)c2ccccc2C(C(=O)NOCc2cccc(C(=O)N=C(N)N)c2)C1c1ccc(Cl)cc1Cl. Reactants: C(C1=CC=CC=C1)N(C([C@H](CC1=CC=CC=C1)N(C(=O)OC(C)(C)C)CC=C)=O)C ((S)-N-benzyl-N-methyl-2-[N'-(t-butoxycarbonyl)-allylamino]-3-phenyl-propionamide), CSC (dimethyl sulfide), N1=CC=CC=C1 (pyridine), O=O (oxygen). Solvent: ClCCl.CO (dichloromethane methanol), C(C)(=O)OCC (ethyl acetate). Reaction conditions: temperature -78 celsius, time 16 hour. Yields the product C(C1=CC=CC=C1)N(C([C@H](CC1=CC=CC=C1)N(C(=O)OC(C)(C)C)CC=O)=O)C ((S)-N-Benzyl-N-methyl-2-[N'-(t-butoxycarbonyl)-2-oxo-ethylamino]-3-phenyl-propionamide). Reaction SMILES: [CH2:1]([N:8]([CH3:30])[C:9](=[O:29])[C@@H:10]([N:18]([CH2:26][CH:27]=C)[C:19]([O:21][C:22]([CH3:25])([CH3:24])[CH3:23])=[O:20])[CH2:11][C:12]1[CH:17]=[CH:16][CH:15]=[CH:14][CH:13]=1)[C:2]1[CH:7]=[CH:6][CH:5]=[CH:4][CH:3]=1.N1C=CC=CC=1.[O:37]=O.CSC>ClCCl.CO.C(OCC)(=O)C>[CH2:1]([N:8]([CH3:30])[C:9](=[O:29])[C@@H:10]([N:18]([CH2:26][CH:27]=[O:37])[C:19]([O:21][C:22]([CH3:24])([CH3:23])[CH3:25])=[O:20])[CH2:11][C:12]1[CH:13]=[CH:14][CH:15]=[CH:16][CH:17]=1)[C:2]1[CH:7]=[CH:6][CH:5]=[CH:4][CH:3]=1 |f:4.5|. Procedure details: Combine (S)-N-benzyl-N-methyl-2-[N'-(t-butoxycarbonyl)-allylamino]-3-phenyl-propionamide (10.04 g, 24.5 mmol), and pyridine (0.13 ml) in dichloromethane/methanol (300 mL/30 mL). Cool to -78° C. Pass ozonized oxygen through the solution until a persistent light blue color is obtained. Pass nitrogen through the solution until the blue color dissipates. Add dimethyl sulfide (55 mL). Allow the reaction mixture to warm to ambient temperature and stir for 16 hours. Concentrate in vacuo to obtain a res... Reactants: COC([C@@H](NC1=C(C(C1=O)=O)OCC)CC1=CC=CC=C1)=O ([2-ethoxy-3,4-dioxo-cyclobut-1-enyl]-L-phenylalanine methyl ester), C(C1=CC=CC=C1)N (benzylamine). The solvent is C(C)O (ethanol). Conditions: time 8 hour. The product is COC([C@@H](NC1=C(C(C1=O)=O)NCC1=CC=CC=C1)CC1=CC=CC=C1)=O ([2-(Benzylamino)-3,4-dioxo-cyclobut-1-enyl]-L-phenylalanine methyl ester). The yield is 94.0%. RXN SMILES: [CH3:1][O:2][C:3](=[O:22])[C@H:4]([CH2:15][C:16]1[CH:21]=[CH:20][CH:19]=[CH:18][CH:17]=1)[NH:5][C:6]1[C:9](=O)[C:8](=[O:11])[C:7]=1[O:12]CC.[CH2:23]([NH2:30])[C:24]1[CH:29]=[CH:28][CH:27]=[CH:26][CH:25]=1>C(O)C>[CH3:1][O:2][C:3](=[O:22])[C@H:4]([CH2:15][C:16]1[CH:17]=[CH:18][CH:19]=[CH:20][CH:21]=1)[NH:5][C:6]1[C:7](=[O:12])[C:8](=[O:11])[C:9]=1[NH:30][CH2:23][C:24]1[CH:29]=[CH:28][CH:27]=[CH:26][CH:25]=1. Procedure: To a stirred solution of [2-ethoxy-3,4-dioxo-cyclobut-1-enyl]-L-phenylalanine methyl ester (0.33 mmol, 100 mg) in absolute ethanol (3 mL) was added neat benzylamine (0.36 mmol, 39 mg; 40 μL) dropwise at room temperature. The resulting solution was stirred at room temperature overnight, during which a white solid precipitated out of solution. The volatiles were removed in vacuo and the residue was taken up in EtOAc and partitioned between EtOAc and water. The organics were dried (Na2SO4), concent... Starting materials: CCN=C=NCCCN(C)C, C1COCCN1, Cc1c(COc2ccc(C(=O)O)c(OCC3CCOCC3)c2)[nH]c2ccccc2c1=O, Cl, CN(C)C=O, O, On1nnc2ccccc21. Product: Cc1c(COc2ccc(C(=O)N3CCOCC3)c(OCC3CCOCC3)c2)[nH]c2ccccc2c1=O. As a reaction SMILES: [CH2:44]([N:45]=[C:46]=[N:47][CH2:48][CH2:49][CH2:50][N:51]([CH3:52])[CH3:53])[CH3:54].[CH2:55]1[CH2:56][O:57][CH2:58][CH2:59][NH:60]1.[CH3:1][c:2]1[c:3]([CH2:13][O:14][c:15]2[cH:16][c:17]([O:24][CH2:25][CH:26]3[CH2:27][CH2:28][O:29][CH2:30][CH2:31]3)[c:18]([C:19](=[O:20])[OH:21])[cH:22][cH:23]2)[nH:4][c:5]2[cH:6][cH:7][cH:8][cH:9][c:10]2[c:11]1=[O:12].[ClH:43].[O:61]=[CH:62][N:63]([CH3:64])[CH3:65].[OH2:32].[OH:33][n:34]1[c:35]2[cH:36][cH:37][cH:38][cH:39][c:40]2[n:41][n:42]1>>[CH3:1][c:2]1[c:3]([CH2:13][O:14][c:15]2[cH:16][c:17]([O:24][CH2:25][CH:26]3[CH2:27][CH2:28][O:29][CH2:30][CH2:31]3)[c:18]([C:19](=[O:21])[N:60]3[CH2:55][CH2:56][O:57][CH2:58][CH2:59]3)[cH:22][cH:23]2)[nH:4][c:5]2[cH:6][cH:7][cH:8][cH:9][c:10]2[c:11]1=[O:12]. Starting materials: OCCC[C@@H]1C[C@@H](CN1)NC(=O)C1=NN(C2=CC=CC=C12)C(C)C (N-[(3S,5R)-5-(3-hydroxypropyl)pyrrolidin-3-yl]-1-isopropyl-1H-indazole-3-carboxamide), C(C(=O)O)(=O)O (oxalic acid). Run in ClCCl.CO (dichloromethane methanol). Conditions: time 1 hour. Product: C(C(=O)O)(=O)O.OCCC[C@@H]1C[C@@H](CN1)NC(=O)C1=NN(C2=CC=CC=C12)C(C)C (N-[(3S,5R)-5-(3-Hydroxypropyl)pyrrolidin-3-yl]-1-isopropyl-1H-indazole-3-carboxamide ethanedioate). The yield is 79.3%. Reaction SMILES: [OH:1][CH2:2][CH2:3][CH2:4][C@H:5]1[NH:9][CH2:8][C@@H:7]([NH:10][C:11]([C:13]2[C:21]3[C:16](=[CH:17][CH:18]=[CH:19][CH:20]=3)[N:15]([CH:22]([CH3:24])[CH3:23])[N:14]=2)=[O:12])[CH2:6]1.[C:25]([OH:30])(=[O:29])[C:26]([OH:28])=[O:27]>ClCCl.CO>[C:25]([OH:30])(=[O:29])[C:26]([OH:28])=[O:27].[OH:1][CH2:2][CH2:3][CH2:4][C@H:5]1[NH:9][CH2:8][C@@H:7]([NH:10][C:11]([C:13]2[C:21]3[C:16](=[CH:17][CH:18]=[CH:19][CH:20]=3)[N:15]([CH:22]([CH3:24])[CH3:23])[N:14]=2)=[O:12])[CH2:6]1 |f:2.3,4.5|. Procedure details: A mixture of N-[(3S,5R)-5-(3-hydroxypropyl)pyrrolidin-3-yl]-1-isopropyl-1H-indazole-3-carboxamide (39 mg, 0.12 mmol, step 8 of Example 8) and oxalic acid (11 mg, 0.12 mmol) in dichloromethane-methanol (5 mL-1 mL) was stirred for 1 h. The mixture was concentrated to give 40 mg (81%) of the title compound as a white amorphous solid.